Dataset: the Open Reaction Database (ORD), a public repository of structured organic reaction records. Task: describe an organic reaction: reactants, conditions, products, and yield The product is CC(=O)N1CCC(C(=O)N(CCCN2CC3CN(C(=O)c4cccc(C)c4Br)CC3C2)c2ccc(C)c(Cl)c2)CC1. As a reaction SMILES: [Br:1][c:2]1[c:3]([C:4](=[O:5])[OH:6])[cH:7][cH:8][cH:9][c:10]1[CH3:11].[CH:56]([N:57]([CH2:58][CH3:59])[CH:60]([CH3:61])[CH3:62])([CH3:63])[CH3:64].[Cl:25][c:26]1[cH:27][c:28]([N:33]([C:34](=[O:35])[CH:36]2[CH2:37][CH2:38][N:39]([C:42]([CH3:43])=[O:44])[CH2:40][CH2:41]2)[CH2:45][CH2:46][CH2:47][N:48]2[CH2:49][CH:50]3[CH2:51][NH:52][CH2:53][CH:54]3[CH2:55]2)[cH:29][cH:30][c:31]1[CH3:32].[Cl:65][CH2:66][Cl:67].[NH:12]=[C:13]=[NH:14].[O:68]=[CH:69][N:70]([CH3:71])[CH3:72].[OH:15][n:16]1[c:17]2[c:18]([cH:19][cH:20][cH:21][cH:22]2)[n:23][n:24]1>>[Br:1][c:2]1[c:3]([C:4](=[O:6])[N:52]2[CH2:51][CH:50]3[CH2:49][N:48]([CH2:47][CH2:46][CH2:45][N:33]([c:28]4[cH:27][c:26]([Cl:25])[c:31]([CH3:32])[cH:30][cH:29]4)[C:34](=[O:35])[CH:36]4[CH2:37][CH2:38][N:39]([C:42]([CH3:43])=[O:44])[CH2:40][CH2:41]4)[CH2:55][CH:54]3[CH2:53]2)[cH:7][cH:8][cH:9][c:10]1[CH3:11]. Reactants: Cc1cccc(C(=O)O)c1Br, CCN(C(C)C)C(C)C, CC(=O)N1CCC(C(=O)N(CCCN2CC3CNCC3C2)c2ccc(C)c(Cl)c2)CC1, ClCCl, N=C=N, CN(C)C=O, On1nnc2ccccc21. The reactants are COC(=O)C1=NC=C(C=C1)N (5-aminopyridine-2-carboxylic acid methyl ester), FC=1C=C(C=O)C=CC1 (m-fluorobenzaldehyde). Solvent: C1=CC=CC=C1 (benzene). Yields the product COC(=O)C1=NC=C(C=C1)N=CC1=CC(=CC=C1)F (5-(m-fluorobenzylideneamino)-pyridine-2-carboxylic acid methyl ester). RXN SMILES: [CH3:1][O:2][C:3]([C:5]1[CH:10]=[CH:9][C:8]([NH2:11])=[CH:7][N:6]=1)=[O:4].[F:12][C:13]1[CH:14]=[C:15]([CH:18]=[CH:19][CH:20]=1)[CH:16]=O>C1C=CC=CC=1>[CH3:1][O:2][C:3]([C:5]1[CH:10]=[CH:9][C:8]([N:11]=[CH:16][C:15]2[CH:18]=[CH:19][CH:20]=[C:13]([F:12])[CH:14]=2)=[CH:7][N:6]=1)=[O:4]. Procedure details: The starting material is prepared as follows: The mixture of 11.25 g of 5-aminopyridine-2-carboxylic acid methyl ester, 10.0 g of m-fluorobenzaldehyde and 50 ml of benzene is refluxed for 22 hours on a water trap. It is evaporated and the residue recrystallized from acetonitrile, to yield the 5-(m-fluorobenzylideneamino)-pyridine-2-carboxylic acid methyl ester, melting at 111°-114°. Reported procedure: To a solution of tert-butyl (3-[[3-{[tert-butyl(dimethyl)silyl]oxy}-5-(3-methoxypropyl)benzyl] (cyclopropyl)amino]-2-{4-[2-(2,6-dichloro-4-methylphenoxy)ethoxy]benzyl}-3-oxopropyl)carbamate from the previous step (1 eq.) in THF (0.05 M) was added tetrabutylammonium fluoride (1.0 M THF solution, 1.5 eq.). The resulting golden yellow solution was stirred at RT for 8 h. The reaction mixture was quenched with sat. aq. NH4Cl and then extracted with ether. The combined organic extracts were washed wit... As a reaction SMILES: [Si]([O:8][C:9]1[CH:10]=[C:11]([CH:49]=[C:50]([CH2:52][CH2:53][CH2:54][O:55][CH3:56])[CH:51]=1)[CH2:12][N:13]([CH:46]1[CH2:48][CH2:47]1)[C:14](=[O:45])[CH:15]([CH2:25][C:26]1[CH:31]=[CH:30][C:29]([O:32][CH2:33][CH2:34][O:35][C:36]2[C:41]([Cl:42])=[CH:40][C:39]([CH3:43])=[CH:38][C:37]=2[Cl:44])=[CH:28][CH:27]=1)[CH2:16][NH:17][C:18](=[O:24])[O:19][C:20]([CH3:23])([CH3:22])[CH3:21])(C(C)(C)C)(C)C.[F-].C([N+](C[CH2:72][CH2:73][CH3:74])(CCCC)CCCC)CCC>C1COCC1>[CH:72]1([C:46]2([N:13]([CH2:12][C:11]3[CH:49]=[C:50]([CH2:52][CH2:53][CH2:54][O:55][CH3:56])[CH:51]=[C:9]([OH:8])[CH:10]=3)[C:14](=[O:45])[CH:15]([CH2:25][C:26]3[CH:31]=[CH:30][C:29]([O:32][CH2:33][CH2:34][O:35][C:36]4[C:41]([Cl:42])=[CH:40][C:39]([CH3:43])=[CH:38][C:37]=4[Cl:44])=[CH:28][CH:27]=3)[CH2:16][NH:17][C:18](=[O:24])[O:19][C:20]([CH3:23])([CH3:22])[CH3:21])[CH2:47][CH2:48]2)[CH2:73][CH2:74]1 |f:1.2|. Reactants: [Si](C)(C)(C(C)(C)C)OC=1C=C(CN(C(C(CNC(OC(C)(C)C)=O)CC2=CC=C(C=C2)OCCOC2=C(C=C(C=C2Cl)C)Cl)=O)C2CC2)C=C(C1)CCCOC (tert-butyl (3-[[3-{[tert-butyl(dimethyl)silyl]oxy}-5-(3-methoxypropyl)benzyl] (cyclopropyl)amino]-2-{4-[2-(2,6-dichloro-4-methylphenoxy)ethoxy]benzyl}-3-oxopropyl)carbamate), [F-].C(CCC)[N+](CCCC)(CCCC)CCCC (tetrabutylammonium fluoride). Run at time 8 hour. The product is C1(CC1)C1(CC1)N(C(C(CNC(OC(C)(C)C)=O)CC1=CC=C(C=C1)OCCOC1=C(C=C(C=C1Cl)C)Cl)=O)CC1=CC(=CC(=C1)CCCOC)O (tert-Butyl (3-{cyclopropyl[3-hydroxy-5-(3-methoxypropyl)benzyl](cyclopropyl)amino}-2-{4-[2-(2,6-dichloro-4-methylphenoxy)ethoxy]benzyl}-3-oxopropyl)carbamate). Solvent: C1CCOC1 (THF).